From a dataset of the Open Reaction Database (ORD), a public repository of structured organic reaction records. describe an organic reaction: reactants, conditions, products, and yield Starting materials: N1CCC(CC1)N1C(NC(CC1)=O)=O (1-piperidin-4-yl-dihydropyrimidin-2,4(1H,3H)-dione), 5e, C=1C=CC2=C(C1)N=NN2O (HOBt), ClC=1C=C2C=CC(=CC2=CC1)S(=O)(=O)C[C@H](C(=O)O)O ((2S)-3-[(6-chloro-2-naphthyl)sulfonyl]-2-hydroxypropionic acid), CCN=C=NCCCN(C)C (WSC). Solvent: CN(C)C=O (DMF). Run at time 3 day. Yields the product ClC=1C=C2C=CC(=CC2=CC1)S(=O)(=O)C[C@H](C(=O)N1CCC(CC1)N1C(NC(CC1)=O)=O)O (1-(1-{(2S)-3-[(6-Chloro-2-naphthyl)sulfonyl]-2-hydroxypropanoyl}piperidin-4-yl)dihydropyrimidin-2,4(1H,3H)-dione). Isolated yield 9.1%. Reaction SMILES: [NH:1]1[CH2:6][CH2:5][CH:4]([N:7]2[CH2:12][CH2:11][C:10](=[O:13])[NH:9][C:8]2=[O:14])[CH2:3][CH2:2]1.C1C=CC2N(O)N=NC=2C=1.[Cl:25][C:26]1[CH:27]=[C:28]2[C:33](=[CH:34][CH:35]=1)[CH:32]=[C:31]([S:36]([CH2:39][C@@H:40]([OH:44])[C:41](O)=[O:42])(=[O:38])=[O:37])[CH:30]=[CH:29]2.CCN=C=NCCCN(C)C>CN(C=O)C>[Cl:25][C:26]1[CH:27]=[C:28]2[C:33](=[CH:34][CH:35]=1)[CH:32]=[C:31]([S:36]([CH2:39][C@@H:40]([OH:44])[C:41]([N:1]1[CH2:2][CH2:3][CH:4]([N:7]3[CH2:12][CH2:11][C:10](=[O:13])[NH:9][C:8]3=[O:14])[CH2:5][CH2:6]1)=[O:42])(=[O:37])=[O:38])[CH:30]=[CH:29]2. Procedure details: To a solution of 1-piperidin-4-yl-dihydropyrimidin-2,4(1H,3H)-dione (105 mg) obtained in Example 4 5e), HOBt (83 mg) and (2S)-3-[(6-chloro-2-naphthyl)sulfonyl]-2-hydroxypropionic acid (170 mg) in DMF (10 mL) was added WSC (105 mg) at room temperature. The mixture was stirred at room temperature for 3 days, and DMF was distilled off under reduced pressure. The residue was diluted with chloroform, washed with an aqueous saturated sodium bicarbonate solution and saturated saline solution, dried ove... Reactants: CC1=C(C=C(C(=O)OC)C=C1)C(=O)OC (dimethyl 4-methylisophthalate), CC1=C(C=C(C(=O)OC)C=C1)C(=O)OC (dimethyl 4-methylisophthalate), BrN1C(CCC1=O)=O (N-bromosuccinimide), C(C1=CC=CC=C1)(=O)OOC(C1=CC=CC=C1)=O (benzoic peroxyanhydride), C(=O)(O)[O-].[Na+] (NaHCO3). Run in ClCCl (dichloromethane), CC(OCC)=O (EA). Product: BrCC1=C(C=C(C(=O)OC)C=C1)C(=O)OC (dimethyl 4-(bromomethyl)isophthalate). Isolated yield 72.6%. RXN SMILES: [CH3:1][C:2]1[CH:11]=[CH:10][C:5]([C:6]([O:8][CH3:9])=[O:7])=[CH:4][C:3]=1[C:12]([O:14][CH3:15])=[O:13].[Br:16]N1C(=O)CCC1=O.C(OOC(=O)C1C=CC=CC=1)(=O)C1C=CC=CC=1.C([O-])(O)=O.[Na+]>ClCCl.CC(=O)OCC>[Br:16][CH2:1][C:2]1[CH:11]=[CH:10][C:5]([C:6]([O:8][CH3:9])=[O:7])=[CH:4][C:3]=1[C:12]([O:14][CH3:15])=[O:13] |f:3.4|. Procedure: To a solution of dimethyl 4-methylisophthlate (Chemical Formula 4) (4 g, 19.2 mmol) in distilled dichloromethane were added N-bromosuccinimide (NBS, 4.8 g, 26.9 mmol) and benzoic peroxyanhydride (0.47 g, 19.2 mmol), followed by reaction at 80° C. for 24 hours in a pressure vessel with constant stirring. The reaction progress was monitored by TLC [Hex:EA=3:1]. When the reaction was detected to have reached completion, saturated NaHCO3 was added to the reaction mixture, followed by extraction with...